Dataset: the Open Reaction Database (ORD), a public repository of structured organic reaction records. Task: describe an organic reaction: reactants, conditions, products, and yield Starting materials: ClC=1C=C(C=C(C1OC1=NC=C(C=C1C(F)(F)F)C(F)(F)F)Cl)O (3,5-dichloro-4-(3,5-bistrifiuoromethyl-2-pyridyloxy)phenol), C([O-])([O-])=O.[K+].[K+] (potassium carbonate), ClC(=CCCl)Cl (1,1,3-trichloro-1-propene), ice water, crude product. Solvent: CN(C=O)C (N,N-dimethylformamide), CN(C=O)C (N,N-dimethylformamide). The product is ClC=1C(=CC=C(C1OC1=NC=C(C=C1C(F)(F)F)C(F)(F)F)Cl)OCC=C(Cl)Cl (3,5-dichloro-4-(3,5-bistrifiuoromethyl-2-pyridyloxy)-2-(3,3-dichloro-2-propenyloxy)benzene). Yield: 69.9%. RXN SMILES: [Cl:1][C:2]1[CH:3]=[C:4](O)[CH:5]=[C:6]([Cl:23])[C:7]=1[O:8][C:9]1[C:14]([C:15]([F:18])([F:17])[F:16])=[CH:13][C:12]([C:19]([F:22])([F:21])[F:20])=[CH:11][N:10]=1.[C:25](=[O:28])([O-])[O-].[K+].[K+].[Cl:31][C:32]([Cl:36])=[CH:33]CCl>CN(C)C=O>[Cl:1][C:2]1[C:3]([O:28][CH2:25][CH:33]=[C:32]([Cl:36])[Cl:31])=[CH:4][CH:5]=[C:6]([Cl:23])[C:7]=1[O:8][C:9]1[C:14]([C:15]([F:17])([F:18])[F:16])=[CH:13][C:12]([C:19]([F:22])([F:21])[F:20])=[CH:11][N:10]=1 |f:1.2.3|. Reported procedure: To a mixture of 0.56 g of 3,5-dichloro-4-(3,5-bistrifiuoromethyl-2-pyridyloxy)phenol, 0.22 g of potassium carbonate and 20 ml of N,N-dimethylformamide, a solution prepared by dissolving 0.23 g of 1,1,3-trichloro-1-propene in 5 ml of N,N-dimethylformamide was added dropwise at room temperature with stirring. After stirring at room temperature for 7 hours, the reaction solution was poured into ice-water, and extracted twice with 50 ml of diethyl ether. Then, the ether layers were combined, washed ... The reactants are C(C1=CC=CC=C1)OC1=CC(N(C=C1)C=1C=C2C=NNC2=CC1)=O (4-(benzyloxy)-1-(1H-indazol-5-yl)pyridin-2(1H)-one), ClCCN1CCOCC1 (4-(2-chloroethyl)morpholine), C(=O)([O-])[O-].[Cs+].[Cs+] (Cs2CO3). Solvent: CS(=O)C (DMSO), O (H2O). Run at time 5.5 hour. Product: C(C1=CC=CC=C1)OC1=CC(N(C=C1)C=1C=C2C=NN(C2=CC1)CCN1CCOCC1)=O (4-(Benzyloxy)-1-(1-(2-morpholinoethyl)-1H-indazol-5-yl)pyridin-2(1H)-one). Yield: 7.6%. RXN SMILES: [CH2:1]([O:8][C:9]1[CH:14]=[CH:13][N:12]([C:15]2[CH:16]=[C:17]3[C:21](=[CH:22][CH:23]=2)[NH:20][N:19]=[CH:18]3)[C:11](=[O:24])[CH:10]=1)[C:2]1[CH:7]=[CH:6][CH:5]=[CH:4][CH:3]=1.Cl[CH2:26][CH2:27][N:28]1[CH2:33][CH2:32][O:31][CH2:30][CH2:29]1.C([O-])([O-])=O.[Cs+].[Cs+]>CS(C)=O.O>[CH2:1]([O:8][C:9]1[CH:14]=[CH:13][N:12]([C:15]2[CH:16]=[C:17]3[C:21](=[CH:22][CH:23]=2)[N:20]([CH2:26][CH2:27][N:28]2[CH2:33][CH2:32][O:31][CH2:30][CH2:29]2)[N:19]=[CH:18]3)[C:11](=[O:24])[CH:10]=1)[C:2]1[CH:7]=[CH:6][CH:5]=[CH:4][CH:3]=1 |f:2.3.4|. Procedure: To a solution of 4-(benzyloxy)-1-(1H-indazol-5-yl)pyridin-2(1H)-one (0.362 g, 1.14 mmol) in DMSO (1.5 mL) was added 4-(2-chloroethyl)morpholine (0.466 g, 2.50 mmol) and Cs2CO3 (1.85 g, 5.67 mmol). After stirring at ambient temperature for 5.5 h, the reaction mixture was diluted with H2O (10 mL) and extracted with EtOAc (3×40 mL). The organics were washed with brine (2×25 mL), dried (Na2SO4), filtered and concentrated. Purification by flash chromatography (silica gel, CH2Cl2/(80:18:2 CH2Cl2/MeOH/... Reactants: CCCN(CCC)CCCCN(Cc1ccc(CNC(=O)OC(C)(C)C)cc1)C(C(=O)OCC)C(=O)OCC, CCO, Cl, C1COCCO1. Product: CCCN(CCC)CCCCN(Cc1ccc(CN)cc1)C(C(=O)OCC)C(=O)OCC. RXN SMILES: [CH2:1]([CH3:2])[O:3][C:4]([CH:5]([C:6](=[O:7])[O:8][CH2:9][CH3:10])[N:11]([CH2:12][CH2:13][CH2:14][CH2:15][N:16]([CH2:17][CH2:18][CH3:19])[CH2:20][CH2:21][CH3:22])[CH2:23][c:24]1[cH:25][cH:26][c:27]([CH2:30][NH:31][C:32]([O:33][C:34]([CH3:35])([CH3:36])[CH3:37])=[O:38])[cH:28][cH:29]1)=[O:39].[CH3:47][CH2:48][OH:49].[ClH:46].[O:40]1[CH2:41][CH2:42][O:43][CH2:44][CH2:45]1>>[CH2:1]([CH3:2])[O:3][C:4]([CH:5]([C:6](=[O:7])[O:8][CH2:9][CH3:10])[N:11]([CH2:12][CH2:13][CH2:14][CH2:15][N:16]([CH2:17][CH2:18][CH3:19])[CH2:20][CH2:21][CH3:22])[CH2:23][c:24]1[cH:25][cH:26][c:27]([CH2:30][NH2:31])[cH:28][cH:29]1)=[O:39]. Starting materials: CC(C)(C)P(C(C)(C)C)C(C)(C)C, COC(=O)c1ccc(Br)c(OCC2CC2)n1, CC(=O)[O-], COC(=O)c1ccc(C2=CCOC2)c(OCC2CC2)n1, [Na+], CC(=O)[O-], CC(=O)[O-], C1=CCOC1, CN(C)C=O, O, [Pd+2]. Yields the product COC(=O)c1ccc(C2=CCCO2)c(OCC2CC2)n1, COC(=O)c1ccc(C2=CCOC2)c(OCC2CC2)n1. RXN SMILES: [C:27]([P:28]([C:29]([CH3:30])([CH3:31])[CH3:32])[C:33]([CH3:34])([CH3:35])[CH3:36])([CH3:37])([CH3:38])[CH3:39].[CH3:1][O:2][C:3](=[O:4])[c:5]1[n:6][c:7]([O:12][CH2:13][CH:14]2[CH2:15][CH2:16]2)[c:8]([Br:11])[cH:9][cH:10]1.[CH3:23][C:24](=[O:25])[O-:26].[CH3:40][O:41][C:42](=[O:43])[c:44]1[n:45][c:46]([O:55][CH2:56][CH:57]2[CH2:58][CH2:59]2)[c:47]([C:50]2=[CH:54][CH2:53][O:52][CH2:51]2)[cH:48][cH:49]1.[Na+:22].[O-:66][C:67]([CH3:68])=[O:69].[O-:70][C:71]([CH3:72])=[O:73].[O:17]1[CH2:18][CH:19]=[CH:20][CH2:21]1.[O:60]=[CH:61][N:62]([CH3:63])[CH3:64].[OH2:74].[Pd+2:65]>>[CH3:1][O:2][C:3](=[O:4])[c:5]1[n:6][c:7]([O:12][CH2:13][CH:14]2[CH2:15][CH2:16]2)[c:8]([C:18]2=[CH:19][CH2:20][CH2:21][O:17]2)[cH:9][cH:10]1.[CH3:40][O:41][C:42](=[O:43])[c:44]1[n:45][c:46]([O:55][CH2:56][CH:57]2[CH2:58][CH2:59]2)[c:47]([C:50]2=[CH:54][CH2:53][O:52][CH2:51]2)[cH:48][cH:49]1.